Dataset: the Open Reaction Database (ORD), a public repository of structured organic reaction records. Task: describe an organic reaction: reactants, conditions, products, and yield Starting materials: C([O-])([O-])=O.[Na+].[Na+] (sodium carbonate), BrC(C(=O)C1=CC(=C(C(=C1)C)O)C)C (2-bromo-4'-hydroxy-3',5'-dimethylpropiophenone), FC1=CC=C(CC2CCNCC2)C=C1 (4-(4-fluorobenzyl)-piperidine). Solvent: C(C)O (ethanol). Conditions: time 8 hour. Yields the product FC1=CC=C(CC2CCN(CC2)C(C(=O)C2=CC(=C(C(=C2)C)O)C)C)C=C1 (2-[4-(4-Fluorobenzyl)-piperidino]-4'-hydroxy-3',5'-dimethylpropiophenone). Reaction SMILES: C(=O)([O-])[O-].[Na+].[Na+].Br[CH:8]([CH3:20])[C:9]([C:11]1[CH:16]=[C:15]([CH3:17])[C:14]([OH:18])=[C:13]([CH3:19])[CH:12]=1)=[O:10].[F:21][C:22]1[CH:34]=[CH:33][C:25]([CH2:26][CH:27]2[CH2:32][CH2:31][NH:30][CH2:29][CH2:28]2)=[CH:24][CH:23]=1>C(O)C>[F:21][C:22]1[CH:23]=[CH:24][C:25]([CH2:26][CH:27]2[CH2:28][CH2:29][N:30]([CH:8]([CH3:20])[C:9]([C:11]3[CH:16]=[C:15]([CH3:17])[C:14]([OH:18])=[C:13]([CH3:19])[CH:12]=3)=[O:10])[CH2:31][CH2:32]2)=[CH:33][CH:34]=1 |f:0.1.2|. Procedure details: 2.12 g (0.02 mol) of sodium carbonate are added to a mixture of 5.14 g (0.02 mol) of 2-bromo-4'-hydroxy-3',5'-dimethylpropiophenone and 4 g (0.02 mol) of 4-(4-fluorobenzyl)-piperidine in 25 ml of ethanol and the mixture is heated under reflux for 3 hours. It is left to stand overnight and then purified by chromatography on a column of silica using acetone as the eluant. This give 6.6 g of a brown oil, which is used as such. Procedure details: To a suspension of 2-chloro-6-(cyclopentyloxy)-7-methoxyquinazoline (100.0 mg, 0.36 mmol) (obtained from the company compound collection) in 20 ml of CH3CN at room temperature was added the trans-4-aminocyclohexanol (207.0 mg, 1.79 mmol). The resulting mixture was heated to 60° C. for 5 hours. The reaction was cooled and partitioned with EA and water. The organics layer was washed with water (2×20 mL) and brine (20 mL), combined and dried over MgSO4, Removal of the solvent provided a yellow soli... The reactants are ClC1=NC2=CC(=C(C=C2C=N1)OC1CCCC1)OC (2-chloro-6-(cyclopentyloxy)-7-methoxyquinazoline), N[C@@H]1CC[C@H](CC1)O (trans-4-aminocyclohexanol). Product: C1(CCCC1)OC=1C=C2C=NC(=NC2=CC1OC)N[C@@H]1CC[C@H](CC1)O (trans-4-{[6-(cyclopentyloxy)-7-methoxyquinazolin-2-yl]amino}cyclohexanol). Run at temperature 60 celsius. The solvent is CC#N (CH3CN). As a reaction SMILES: Cl[C:2]1[N:11]=[CH:10][C:9]2[C:4](=[CH:5][C:6]([O:18][CH3:19])=[C:7]([O:12][CH:13]3[CH2:17][CH2:16][CH2:15][CH2:14]3)[CH:8]=2)[N:3]=1.[NH2:20][C@H:21]1[CH2:26][CH2:25][C@H:24]([OH:27])[CH2:23][CH2:22]1>CC#N>[CH:13]1([O:12][C:7]2[CH:8]=[C:9]3[C:4](=[CH:5][C:6]=2[O:18][CH3:19])[N:3]=[C:2]([NH:20][C@H:21]2[CH2:26][CH2:25][C@H:24]([OH:27])[CH2:23][CH2:22]2)[N:11]=[CH:10]3)[CH2:17][CH2:16][CH2:15][CH2:14]1. The yield is 35.7%. Reactants: C1CCOC1, ClCI, [Li]C, COC(=O)C1CCN(C(=O)OC(C)(C)C)CC1. The product is CC(C)(C)OC(=O)N1CCC(C(=O)CCl)CC1. Reaction SMILES: [CH2:23]1[O:24][CH2:25][CH2:26][CH2:27]1.[Cl:18][CH2:19][I:20].[Li:21][CH3:22].[N:1]1([C:11](=[O:12])[O:13][C:14]([CH3:15])([CH3:16])[CH3:17])[CH2:2][CH2:3][CH:4]([C:7]([O:9][CH3:8])=[O:10])[CH2:5][CH2:6]1>>[N:1]1([C:11](=[O:12])[O:13][C:14]([CH3:15])([CH3:16])[CH3:17])[CH2:2][CH2:3][CH:4]([C:7](=[O:9])[CH2:19][Cl:18])[CH2:5][CH2:6]1. Starting materials: O1CCN(CC1)CCOC1=CC=C(C=C1)C=1C=CC(=NC1)CC(=O)NCC1=CC=CC=C1 (2-(5-(4-(2-morpholinoethoxy)phenyl)pyridin-2-yl)-N-benzylacetamide), Cl (hydrochloric acid). The product is Cl.Cl.O1CCN(CC1)CCOC1=CC=C(C=C1)C=1C=CC(=NC1)CC(=O)NCC1=CC=CC=C1 (2-(5-(4-(2-morpholinoethoxy)phenyl)pyridin-2-yl)-N-benzylacetamide dihydrochloride). Reaction SMILES: [O:1]1[CH2:6][CH2:5][N:4]([CH2:7][CH2:8][O:9][C:10]2[CH:15]=[CH:14][C:13]([C:16]3[CH:17]=[CH:18][C:19]([CH2:22][C:23]([NH:25][CH2:26][C:27]4[CH:32]=[CH:31][CH:30]=[CH:29][CH:28]=4)=[O:24])=[N:20][CH:21]=3)=[CH:12][CH:11]=2)[CH2:3][CH2:2]1.[ClH:33]>>[ClH:33].[ClH:33].[O:1]1[CH2:2][CH2:3][N:4]([CH2:7][CH2:8][O:9][C:10]2[CH:11]=[CH:12][C:13]([C:16]3[CH:17]=[CH:18][C:19]([CH2:22][C:23]([NH:25][CH2:26][C:27]4[CH:32]=[CH:31][CH:30]=[CH:29][CH:28]=4)=[O:24])=[N:20][CH:21]=3)=[CH:14][CH:15]=2)[CH2:5][CH2:6]1 |f:2.3.4|. Reported procedure: contacting 2-(5-(4-(2-morpholinoethoxy)phenyl)pyridin-2-yl)-N-benzylacetamide with hydrochloric acid to yield 2-(5-(4-(2-morpholinoethoxy)phenyl)pyridin-2-yl)-N-benzylacetamide dihydrochloride. Starting materials: C1=CC(=CC=C1/C=C/C(=O)C=2C=CC(=CC2O)O)O (Isoliquiritigenin), C1=CC(=CC=C1[C@@H]2CC(=O)C=3C(=CC(=CC3O2)O)O)O (naringenin), C1=CC(=CC=C1C2=COC=3C=C(C=C(C3C2=O)O)O)O (genistein), C1=CC(=CC=C1[C@@H]2CC(=O)C=3C=CC(=CC3O2)O)O (liquiritigenin), C1=CC(=CC=C1[C@@H]2CC(=O)C=3C(=CC(=CC3O2)O)O)O (naringenin). The product is C1=CC(=CC=C1/C=C/C(=O)C2=C(C=C(C=C2O)O)O)O (Naringenin chalcone). Reaction SMILES: C1C(/C=C/C(C2C=CC(O)=CC=2O)=O)=CC=C(O)C=1.C1C([C@H]2OC3C=C(O)C=CC=3C(=O)C2)=CC=C(O)C=1.[CH:39]1[C:44]([C@H:45]2[O:55][C:54]3[CH:53]=[C:52]([OH:56])[CH:51]=[C:50]([OH:57])[C:49]=3[C:47](=[O:48])[CH2:46]2)=[CH:43][CH:42]=[C:41]([OH:58])[CH:40]=1.C1C(C2C(=O)C3C(O)=CC(O)=CC=3OC=2)=CC=C(O)C=1>>[CH:39]1[C:44](/[CH:45]=[CH:46]/[C:47]([C:49]2[C:50]([OH:57])=[CH:51][C:52]([OH:56])=[CH:53][C:54]=2[OH:55])=[O:48])=[CH:43][CH:42]=[C:41]([OH:58])[CH:40]=1. Reported procedure: Isoliquiritigenin, liquiritigenin, naringenin and genistein were purchased from Indofine Chemical Co. (Hillsborough, N.J.). Naringenin chalcone was prepared from naringenin as previously described (Shimokoriyama, 1957). Reactants: BrCC(=O)C=1C=C(C=C(C1)C#N)NS(=O)(=O)C (N-(3-(2-bromoacetyl)-5-cyanophenyl)methanesulfonamide), ClC1=CC=C(N=N1)N (6-chloropyridazin-3-amine). The solvent is CCO (EtOH). The product is ClC=1C=CC=2N(N1)C=C(N2)C=2C=C(C=C(C2)C#N)NS(=O)(=O)C (N-(3-(6-chloroimidazo[1,2-b]pyridazin-2-yl)-5-cyanophenyl)methanesulfonamide). The yield is 50.0%. Reaction SMILES: Br[CH2:2][C:3]([C:5]1[CH:6]=[C:7]([NH:13][S:14]([CH3:17])(=[O:16])=[O:15])[CH:8]=[C:9]([C:11]#[N:12])[CH:10]=1)=O.[Cl:18][C:19]1[N:24]=[N:23][C:22]([NH2:25])=[CH:21][CH:20]=1>CCO>[Cl:18][C:19]1[CH:20]=[CH:21][C:22]2[N:23]([CH:2]=[C:3]([C:5]3[CH:6]=[C:7]([NH:13][S:14]([CH3:17])(=[O:16])=[O:15])[CH:8]=[C:9]([C:11]#[N:12])[CH:10]=3)[N:25]=2)[N:24]=1. Procedure details: A mixture of N-(3-(2-bromoacetyl)-5-cyanophenyl)methanesulfonamide (0.8 mmol) and 6-chloropyridazin-3-amine (0.8 mmol) in EtOH (8 mL) was refluxed for 4 hours. After cooling, the resulting mixture was filtrated to give N-(3-(6-chloroimidazo[1,2-b]pyridazin-2-yl)-5-cyanophenyl)methanesulfonamide in 50% yield. 10% Pd/C (20 mg) was added to the solution of N-(3-(6-chloroimidazo[1,2-b]pyridazin-2-yl)-5-cyanophenyl)methanesulfonamide (0.3 mmol) in THF (25 mL. Then it was stirred at room temperature f... Starting materials: FC=1C=C(C=2C=NNC2C1)C(=O)OC (methyl 6-fluoro-1H-indazole-4-carboxylate), [H-].[Na+] (sodium hydride), IC(C)C (2-iodopropane). Product: FC=1C=C(C=2C=NN(C2C1)C(C)C)C(=O)OC (Methyl 6-fluoro-1-(1-methylethyl)-1H-indazole-4-carboxylate). As a reaction SMILES: [F:1][C:2]1[CH:3]=[C:4]([C:11]([O:13][CH3:14])=[O:12])[C:5]2[CH:6]=[N:7][NH:8][C:9]=2[CH:10]=1.[H-].[Na+].I[CH:18]([CH3:20])[CH3:19]>>[F:1][C:2]1[CH:3]=[C:4]([C:11]([O:13][CH3:14])=[O:12])[C:5]2[CH:6]=[N:7][N:8]([CH:18]([CH3:20])[CH3:19])[C:9]=2[CH:10]=1 |f:1.2|. Procedure details: The title compound was prepared in the same manner as described for example 1 (step a) from methyl 6-fluoro-1H-indazole-4-carboxylate (0.500 g, 2.58 mmol), sodium hydride (0.129 g, 3.22 mmol), and 2-iodopropane (0.386 mL, 3.86 mmol). The product was collected as a yellow solid (0.32 g, 52%); 1H NMR (400 MHz, DMSO-d6) δ ppm 1.48 (d, J=6.57 Hz, 6H) 3.96 (s, 3H) 5.04 (quin, J=6.57 Hz, 1H) 7.61 (dd, J=9.60, 2.27 Hz, 1H) 8.03 (dt, J=8.46, 1.20 Hz, 1H) 8.41 (s, 1H).